This data is from the Open Reaction Database (ORD), a public repository of structured organic reaction records. The task is: describe an organic reaction: reactants, conditions, products, and yield The reactants are [BH4-], CO, CS(=O)(=O)c1ccc(C(CC2CCCC2)c2cc3cc(C=O)cnc3[nH]2)cc1, [Na+]. Yields the product CS(=O)(=O)c1ccc(C(CC2CCCC2)c2cc3cc(CO)cnc3[nH]2)cc1. As a reaction SMILES: [BH4-:29].[CH3:31][OH:32].[CH:1]1([CH2:6][CH:7]([c:8]2[cH:9][cH:10][c:11]([S:14](=[O:15])(=[O:16])[CH3:17])[cH:12][cH:13]2)[c:18]2[cH:19][c:20]3[c:21]([n:22][cH:23][c:24]([CH:26]=[O:27])[cH:25]3)[nH:28]2)[CH2:2][CH2:3][CH2:4][CH2:5]1.[Na+:30]>>[CH:1]1([CH2:6][CH:7]([c:8]2[cH:9][cH:10][c:11]([S:14](=[O:15])(=[O:16])[CH3:17])[cH:12][cH:13]2)[c:18]2[cH:19][c:20]3[c:21]([n:22][cH:23][c:24]([CH2:26][OH:27])[cH:25]3)[nH:28]2)[CH2:2][CH2:3][CH2:4][CH2:5]1.